This data is from the Open Reaction Database (ORD), a public repository of structured organic reaction records. The task is: describe an organic reaction: reactants, conditions, products, and yield The yield is 61.7%. The reactants are F[C@@H]1[C@@H](O[C@@H](C1)COC(C1=CC=CC=C1)(C1=CC=CC=C1)C1=CC=CC=C1)N1C2=NC=NC(=C2N=C1)N (9-[2,3-dideoxy-2-fluoro-5-O-(triphenylmethyl)-β-D-threo-pentofuranosyl]-9H-purine-6-amine). The product is F[C@@H]1[C@@H](O[C@@H](C1)CO)N1C2=NC=NC(=C2N=C1)N (9-(2,3-dideoxy-2-fluoro-β-D-threo- pentofuranosyl)-9H-purine-6-amine). As a reaction SMILES: [F:1][C@H:2]1[CH2:6][C@@H:5]([CH2:7][O:8]C(C2C=CC=CC=2)(C2C=CC=CC=2)C2C=CC=CC=2)[O:4][C@H:3]1[N:28]1[CH:36]=[N:35][C:34]2[C:29]1=[N:30][CH:31]=[N:32][C:33]=2[NH2:37]>C(O)(=O)C>[F:1][C@H:2]1[CH2:6][C@@H:5]([CH2:7][OH:8])[O:4][C@H:3]1[N:28]1[CH:36]=[N:35][C:34]2[C:29]1=[N:30][CH:31]=[N:32][C:33]=2[NH2:37]. Run at time 4 hour. Procedure: 35.3 mg (0.0710 mmols) of 9-[2,3-dideoxy-2-fluoro-5-O-(triphenylmethyl)-β-D-threo-pentofuranosyl]-9H-purine-6-amine was dissolved in 1.0 ml of acetic acid, and stirred at room temperature for about 4 hours and then at 80° C. for about 3 hours. To this was added 1.0 ml of acetic acid, and cooled to room temperature. This was concentrated, and the residue formed was taken out and purified through a silica gel plate (using 91% methylene chloride/ethanol). The fraction of the intended product was ex... The solvent is C(C)(=O)O (acetic acid), C(C)(=O)O (acetic acid). The reactants are C(#N)CONC(=O)C1C(N(C(C2=CC=CC=C12)=O)C1C(CCCC1)NS(=O)(=O)C)C1=C(C=C(C=C1)Cl)Cl ((3RS,4RS)—N-(cyanomethoxy)-3-(2,4-dichlorophenyl)-2-{(1SR,2SR)-2-[(mesyl)amino]cyclohexyl}-1-oxo-1,2,3,4-tetrahydroisoquinoline-4-carboxamide), NO (hydroxylamine). Solvent: CO (methanol). Conditions: temperature 40 celsius, time 8 hour. The product is NC(CONC(=O)C1C(N(C(C2=CC=CC=C12)=O)C1C(CCCC1)NS(=O)(=O)C)C1=C(C=C(C=C1)Cl)Cl)=NO ((3RS,4RS)—N-[2-amino-2-(hydroxyimino)ethoxy]-3-(2,4-dichlorophenyl)-2-{(1SR,2SR)-2-[(mesyl)amino]cyclohexyl}-1-oxo-1,2,3,4-tetrahydroisoquinoline-4-carboxamide). RXN SMILES: [C:1]([CH2:3][O:4][NH:5][C:6]([CH:8]1[C:17]2[C:12](=[CH:13][CH:14]=[CH:15][CH:16]=2)[C:11](=[O:18])[N:10]([CH:19]2[CH2:24][CH2:23][CH2:22][CH2:21][CH:20]2[NH:25][S:26]([CH3:29])(=[O:28])=[O:27])[CH:9]1[C:30]1[CH:35]=[CH:34][C:33]([Cl:36])=[CH:32][C:31]=1[Cl:37])=[O:7])#[N:2].[NH2:38][OH:39]>CO>[NH2:2][C:1](=[N:38][OH:39])[CH2:3][O:4][NH:5][C:6]([CH:8]1[C:17]2[C:12](=[CH:13][CH:14]=[CH:15][CH:16]=2)[C:11](=[O:18])[N:10]([CH:19]2[CH2:24][CH2:23][CH2:22][CH2:21][CH:20]2[NH:25][S:26]([CH3:29])(=[O:28])=[O:27])[CH:9]1[C:30]1[CH:35]=[CH:34][C:33]([Cl:36])=[CH:32][C:31]=1[Cl:37])=[O:7]. Procedure details: To a solution of 128 mg of (3RS,4RS)—N-(cyanomethoxy)-3-(2,4-dichlorophenyl)-2-{(1SR,2SR)-2-[(mesyl)amino]cyclohexyl}-1-oxo-1,2,3,4-tetrahydroisoquinoline-4-carboxamide in 1.92 ml of methanol was added 0.018 ml of a hydroxylamine solution at room temperature, followed by warming to 40° C. and stirring overnight. The reaction solution was cooled to room temperature and the precipitated crystal was then collected by filtration to obtain 26 mg of (3RS,4RS)—N-[2-amino-2-(hydroxyimino)ethoxy]-3-(2,4-... The reactants are C(C)S(=O)(=O)Cl (Ethane sulphonyl chloride), NC1=CC(=C(OC2=C(OCC(=O)OC(C)(C)C)C=CC(=C2)F)C=C1)Cl (tert-Butyl [2-(4-amino-2-chlorophenoxy)-4-fluorophenoxy]acetate). The solvent is N1=CC=CC=C1 (pyridine). Run at time 2 hour. The product is ClC1=C(OC2=C(OCC(=O)O)C=CC(=C2)F)C=CC(=C1)NS(=O)(=O)CC ((2-{2-Chloro-4-[(ethylsulfonyl)amino]phenoxy}-4-fluorophenoxy)acetic acid). As a reaction SMILES: [CH2:1]([S:3](Cl)(=[O:5])=[O:4])[CH3:2].[NH2:7][C:8]1[CH:30]=[CH:29][C:11]([O:12][C:13]2[CH:27]=[C:26]([F:28])[CH:25]=[CH:24][C:14]=2[O:15][CH2:16][C:17]([O:19]C(C)(C)C)=[O:18])=[C:10]([Cl:31])[CH:9]=1>N1C=CC=CC=1>[Cl:31][C:10]1[CH:9]=[C:8]([NH:7][S:3]([CH2:1][CH3:2])(=[O:5])=[O:4])[CH:30]=[CH:29][C:11]=1[O:12][C:13]1[CH:27]=[C:26]([F:28])[CH:25]=[CH:24][C:14]=1[O:15][CH2:16][C:17]([OH:19])=[O:18]. Procedure details: Ethane sulphonyl chloride (0.05 ml) was added to a solution of the product from step (iv) (0.19 g) in pyridine (10 ml) and stirred at RT for 2 h. The solvent was evaporated under reduced pressure and the residue dissolved in DCM (10 ml) and trifluoroacetic acid (10 ml).